This data is from the Open Reaction Database (ORD), a public repository of structured organic reaction records. The task is: describe an organic reaction: reactants, conditions, products, and yield The reactants are C(C)(C)(C)OC(=O)N1CCC(=CC1)C1=C(C=CC(=C1)[N+](=O)[O-])F (4-(2-fluoro-5-nitrophenyl)-3,6-dihydro-2H-pyridine-1-carboxylic acid tert-butyl ester), C1CCOC1 (THF), [H-].[Al+3].[Li+].[H-].[H-].[H-] (Lithium aluminium hydride). Solvent: O (Water). Conditions: time 16 hour. The product is FC1=C(C=C(C=C1)N)C=1CCN(CC1)C (4-Fluoro-3-(1-methyl-1,2,3,6-tetrahydropyridin-4-yl)-phenylamine). Reaction SMILES: C(O[C:6]([N:8]1[CH2:13][CH:12]=[C:11]([C:14]2[CH:19]=[C:18]([N+:20]([O-])=O)[CH:17]=[CH:16][C:15]=2[F:23])[CH2:10][CH2:9]1)=O)(C)(C)C.C1COCC1.[H-].[Al+3].[Li+].[H-].[H-].[H-]>O>[F:23][C:15]1[CH:16]=[CH:17][C:18]([NH2:20])=[CH:19][C:14]=1[C:11]1[CH2:12][CH2:13][N:8]([CH3:6])[CH2:9][CH:10]=1 |f:2.3.4.5.6.7|. Procedure: A dried flask was charged with 4-(2-fluoro-5-nitrophenyl)-3,6-dihydro-2H-pyridine-1-carboxylic acid tert-butyl ester (645 mg, 2.00 mmol) and THF (10 mL). Lithium aluminium hydride (1M in THF, 20 mL, 20.0 mmol) was added slowly through a syringe under N2 (the reaction was very exothermic). The resulting mixture was stirred for 16 h at rt. Water was cautiously added to quench the reaction. The resulting mixture was filtered, and the filtrate was concentrated to dryness to give the title compound a... Starting materials: NC1=NC(=NS1)/C(/C(=O)N[C@H]1[C@@H]2N(C(=C(CS2)CI)C(=O)OC(C2=CC=CC=C2)C2=CC=CC=C2)C1=O)=N/OC(C)(C)C(=O)OC(C)(C)C (benzhydryl 7β-[(Z)-2-(5-amino-1,2,4-thiadiazol-3-yl)-2-(1-tert-butoxycarbonyl-1-methylethoxyimino)acetamido]-3-iodomethyl-3-cephem-4-carboxylate), C[Si](NC(C)=O)(C)C (N-(trimethylsilyl)acetamide), CN1N=CC(=C1NC(C1=CC=CC=C1)(C1=CC=CC=C1)C1=CC=CC=C1)NC1=C(C(C1=O)=O)NCCNC(OC(C)(C)C)=O (tert-butyl 2-[(2-{[1-methyl-5-(tritylamino)-1H-pyrazol-4-yl]amino}-3,4-dioxocyclobut-1-en-1-yl)amino]ethylcarbamate), C(C)(=O)OCC (ethyl acetate). The solvent is CN(C=O)C (N,N-dimethylformamide), CN(C=O)C (N,N-dimethylformamide). Run at time 1 hour. The product is NC=1N([N+](=CC1NC1=C(C(C1=O)=O)NCCN)CC=1CS[C@H]2N(C1C(=O)[O-])C([C@H]2NC(\C(=N/OC(C)(C)C(=O)O)\C2=NSC(=N2)N)=O)=O)C (3-{[3-amino-4-({2-[(2-aminoethyl)amino]-3,4-dioxo-1-cyclobuten-1-yl}amino)-2-methyl-1-pyrazolio]methyl}-7β-[(Z)-2-(5-amino-1,2,4-thiadiazol-3-yl)-2-(1-carboxy-1-methylethoxyimino)acetamido]-3-cephem-4-carboxylate). The yield is 2.8%. Reaction SMILES: [NH2:1][C:2]1[S:6][N:5]=[C:4](/[C:7](=[N:38]/[O:39][C:40]([C:43]([O:45]C(C)(C)C)=[O:44])([CH3:42])[CH3:41])/[C:8]([NH:10][C@@H:11]2[C:36](=[O:37])[N:13]3[C:14]([C:20]([O:22]C(C4C=CC=CC=4)C4C=CC=CC=4)=[O:21])=[C:15]([CH2:18]I)[CH2:16][S:17][C@H:12]23)=[O:9])[N:3]=1.C[Si](C)(C)NC(=O)C.[CH3:58][N:59]1[C:63]([NH:64]C(C2C=CC=CC=2)(C2C=CC=CC=2)C2C=CC=CC=2)=[C:62]([NH:84][C:85]2[C:88](=[O:89])[C:87](=[O:90])[C:86]=2[NH:91][CH2:92][CH2:93][NH:94]C(=O)OC(C)(C)C)[CH:61]=[N:60]1.C(OCC)(=O)C>CN(C)C=O>[NH2:64][C:63]1[N:59]([CH3:58])[N+:60]([CH2:18][C:15]2[CH2:16][S:17][C@@H:12]3[C@H:11]([NH:10][C:8](=[O:9])/[C:7](/[C:4]4[N:3]=[C:2]([NH2:1])[S:6][N:5]=4)=[N:38]\[O:39][C:40]([C:43]([OH:45])=[O:44])([CH3:41])[CH3:42])[C:36](=[O:37])[N:13]3[C:14]=2[C:20]([O-:22])=[O:21])=[CH:61][C:62]=1[NH:84][C:85]1[C:88](=[O:89])[C:87](=[O:90])[C:86]=1[NH:91][CH2:92][CH2:93][NH2:94]. Reported procedure: To a solution of benzhydryl 7β-[(Z)-2-(5-amino-1,2,4-thiadiazol-3-yl)-2-(1-tert-butoxycarbonyl-1-methylethoxyimino)acetamido]-3-iodomethyl-3-cephem-4-carboxylate (901 mg) in N,N-dimethylformamide (1.8 ml) was added N-(trimethylsilyl)acetamide (720 mg), and the mixture was stirred at room temperature for 1 hour. To the reaction mixture was added a solution of tert-butyl 2-[(2-{[1-methyl-5-(tritylamino)-1H-pyrazol-4-yl]amino}-3,4-dioxocyclobut-1-en-1-yl)amino]ethylcarbamate (682 mg) in N,N-dimethy... Reactants: CO, CN1C(=O)CC1C(=O)OCc1ccccc1, [H][H]. The product is CN1C(=O)CC1C(=O)O. Reaction SMILES: [CH3:19][OH:20].[CH3:1][N:2]1[CH:3]([C:7](=[O:8])[O:9][CH2:10][c:11]2[cH:12][cH:13][cH:14][cH:15][cH:16]2)[CH2:4][C:5]1=[O:6].[H:17][H:18]>>[CH3:1][N:2]1[CH:3]([C:7](=[O:8])[OH:9])[CH2:4][C:5]1=[O:6]. Reactants: C(CO)O (ethylene glycol), C1(=CC=C(C=C1)S(=O)(=O)O)C (toluene-p-sulphonic acid), ClCCO[C@@H]1[C@H](C[C@@H]2CC[C@H]3[C@@H]4CC[C@H](C(C)=O)[C@]4(CC([C@@H]3[C@]2(C1)C)=O)C)O (2β-(2'-Chloroethoxy)-3α-hydroxy-5α-pregnane-11,20-dione). Run in C1=CC=CC=C1 (benzene). The product is ClCCO[C@@H]1[C@H](C[C@@H]2CC[C@H]3[C@@H]4CC[C@H](C5(C)OCCO5)[C@]4(CC([C@@H]3[C@]2(C1)C)=O)C)O (2β-(2'-Chloroethoxy)-20,20-ethylenedioxy-3α-hydroxy-5α-pregnan-11-one). Reaction SMILES: [Cl:1][CH2:2][CH2:3][O:4][C@H:5]1[CH2:24][C@@:23]2([CH3:25])[C@@H:8]([CH2:9][CH2:10][C@@H:11]3[C@@H:22]2[C:21](=[O:26])[CH2:20][C@@:19]2([CH3:27])[C@H:12]3[CH2:13][CH2:14][C@@H:15]2[C:16](=[O:18])[CH3:17])[CH2:7][C@@H:6]1[OH:28].[CH2:29](O)[CH2:30][OH:31].C1(C)C=CC(S(O)(=O)=O)=CC=1>C1C=CC=CC=1>[Cl:1][CH2:2][CH2:3][O:4][C@H:5]1[CH2:24][C@@:23]2([CH3:25])[C@@H:8]([CH2:9][CH2:10][C@@H:11]3[C@@H:22]2[C:21](=[O:26])[CH2:20][C@@:19]2([CH3:27])[C@H:12]3[CH2:13][CH2:14][C@@H:15]2[C:16]2([O:31][CH2:30][CH2:29][O:18]2)[CH3:17])[CH2:7][C@@H:6]1[OH:28]. Reported procedure: 2β-(2'-Chloroethoxy)-3α-hydroxy-5α-pregnane-11,20-dione (600 mg.) was dissolved in benzene (50 ml.), ethylene glycol (5 ml.) and toluene-p-sulphonic acid (2 mg.) added, and the vigorously stirred mixture refluxed under a Dean and Stark head for 20 hours. The cooled mixture was washed with sodium bicarbonate solution (5 ml.), water (2 × 100 ml.) and dried over anhydrous sodium sulphate. The dried solution was evaporated in vacuo to give the title compound (605 mg.) as a pale yellow foam, [α]D + 4... Reaction SMILES: [CH2:21]([CH3:22])[I:23].[CH2:29]1[O:30][CH2:31][CH2:32][CH2:33]1.[CH3:12][Si:13]([N-:14][Si:15]([CH3:16])([CH3:17])[CH3:18])([CH3:19])[CH3:20].[CH3:25][S:26]([CH3:27])=[O:28].[Na+:11].[OH2:24].[c:1]1([CH:7]([C:8]#[N:9])[CH3:10])[cH:2][cH:3][cH:4][cH:5][cH:6]1>>[c:1]1([C:7]([C:8]#[N:9])([CH3:10])[CH2:21][CH3:22])[cH:2][cH:3][cH:4][cH:5][cH:6]1. The product is CCC(C)(C#N)c1ccccc1. The reactants are CCI, C1CCOC1, C[Si](C)(C)[N-][Si](C)(C)C, CS(C)=O, [Na+], O, CC(C#N)c1ccccc1. Reactants: CC=1NC2=CC=CC(=C2C1C)OCC1CO1 (2,3-dimethyl-4-(2,3-epoxypropoxy)indole), ( i ), C(C)O (ethanol). Run in Cl.C1C(CCC2=CC=CC=C12)NCC(COC1=C2C(=C(NC2=CC=C1)C)C)O (N-(1,2,3,4-tetrahydronaphth-2-yl)-2-hydroxy-3-(2,3-dimethylindol-4-yloxy)propanamine hydrochloride). Product: NC1CC2=CC=CC=C2CC1 (2-aminotetralin). RXN SMILES: [CH3:1][C:2]1[NH:3][C:4]2[C:9]([C:10]=1C)=[C:8](OCC1OC1)[CH:7]=[CH:6][CH:5]=2.[CH2:17](O)C>Cl.C1C2C(=CC=CC=2)CCC1NCC(O)COC1C=CC=C2C=1C(C)=C(C)N2>[NH2:3][CH:2]1[CH2:1][CH2:17][C:8]2[C:9](=[CH:4][CH:5]=[CH:6][CH:7]=2)[CH2:10]1 |f:2.3|. Reported procedure: Following the procedure described in Example 27, but starting from 2,3-dimethyl-4-(2,3-epoxypropoxy)indole (10 g) and 2-aminotetralin (6.9 g) in ethanol (100 ml), N-(1,2,3,4-tetrahydronaphth-2-yl)-2-hydroxy-3-(2,3-dimethylindol-4-yloxy)propanamine hydrochloride is obtained ((i): R=H, Ar=radical 14 wherein Z is methyl, and the chain is attached to position 2 of the tetralin moiety). Procedure: This was prepared from corresponding amide 42 (0.995 g, 2.88 mmol) in a similar manner as described for preparation of 47. Chromatography on silica gel performed using a FlashMaster 3 purification station (75:25 hexanes/ethyl acetate, Rf 0.20) afforded 48 (0.819 g, 2.017 mmol, 70%) as a yellow oil. 1H NMR (400 MHz, DMSO-d6) δ 1.26 (3H, t, J 7.6 Hz), 2.85-2.93 (2H, m), 4.10 (1H, quint, J 8.0 Hz), 4.23 (1H, q, J 7.2 Hz), 5.02-5.10 (2H, m), 7.45-7.48 (2H, m), 7.54 (1H, dd, J 1.6, 8.8 Hz), 7.62 (2H,... Yield: 70.0%. The product is C1=C(C=CC2=CC=CC=C12)C(CC(=O)NC1=CC=C(C(=O)OCC)C=C1)C[N+](=O)[O-] (Ethyl 4-(3-naphthalen-2-yl-4-nitro-butyrylamino)benzoate). Reactants: C1=C(C=CC2=CC=CC=C12)C=CC(=O)NC1=CC=C(C(=O)OCC)C=C1 (Ethyl 4-(3-naphthalen-2-yl-acryloylamino)benzoate), [N+](=O)([O-])CC(CC(=O)NC1=CC=C(C(=O)OCC)C=C1)C1=CC=CC=C1 (Ethyl 4-(4-nitro-3-phenyl-butyrylamino)benzoate). Reaction SMILES: [CH:1]1[C:10]2[C:5](=[CH:6][CH:7]=[CH:8][CH:9]=2)[CH:4]=[CH:3][C:2]=1[CH:11]=[CH:12][C:13]([NH:15][C:16]1[CH:26]=[CH:25][C:19]([C:20]([O:22][CH2:23][CH3:24])=[O:21])=[CH:18][CH:17]=1)=[O:14].[N+:27]([CH2:30]C(C1C=CC=CC=1)CC(NC1C=CC(C(OCC)=O)=CC=1)=O)([O-:29])=[O:28]>>[CH:1]1[C:10]2[C:5](=[CH:6][CH:7]=[CH:8][CH:9]=2)[CH:4]=[CH:3][C:2]=1[CH:11]([CH2:30][N+:27]([O-:29])=[O:28])[CH2:12][C:13]([NH:15][C:16]1[CH:17]=[CH:18][C:19]([C:20]([O:22][CH2:23][CH3:24])=[O:21])=[CH:25][CH:26]=1)=[O:14].